This data is from the Open Reaction Database (ORD), a public repository of structured organic reaction records. The task is: describe an organic reaction: reactants, conditions, products, and yield Procedure: To a solution of 2-(2-methyl-1H-benzoimidazol-1-yl)ethanol (4.00 g, 22.70 mmol) in DCM (80 mL) at 0° C., thionylchloride (3.5 mL, 48.25 mmol) was added. The reaction mixture was allowed to warm to rt and stirred for 5 h at this temperature, then the reaction mixture was quenched with aq. sat. NaHCO3-solution (gas evolution) and extracted with DCM (3×). The org. layers was dried (MgSO4), filtered and the solvent was removed under reduced pressure to yield 1-(2-chloroethyl)-2-methyl-1H-benzoimidaz... Run at time 5 hour. Reactants: CC1=NC2=C(N1CCO)C=CC=C2 (2-(2-methyl-1H-benzoimidazol-1-yl)ethanol), S(=O)(Cl)Cl (thionylchloride). Reaction SMILES: [CH3:1][C:2]1[N:6]([CH2:7][CH2:8]O)[C:5]2[CH:10]=[CH:11][CH:12]=[CH:13][C:4]=2[N:3]=1.S(Cl)([Cl:16])=O>C(Cl)Cl>[Cl:16][CH2:8][CH2:7][N:6]1[C:5]2[CH:10]=[CH:11][CH:12]=[CH:13][C:4]=2[N:3]=[C:2]1[CH3:1]. Yields the product ClCCN1C(=NC2=C1C=CC=C2)C (1-(2-chloroethyl)-2-methyl-1H-benzoimidazole). Solvent: C(Cl)Cl (DCM).